describe an organic reaction: reactants, conditions, products, and yield From a dataset of the Open Reaction Database (ORD), a public repository of structured organic reaction records. Reported procedure: A procedure similar to that described in Preparation 59 was repeated, except that 3.00 g of 6-chloro-2-hydroxymethyl-3H-imidazo[4,5-b]pyridine (prepared as described in Preparation 63), 0.71 g of sodium hydride (as a 55% by weight dispersion in mineral oil), 1.03 ml of methyl iodide and 50 ml of dimethylformamide were used, to give the title compound as a crude product. This crude product was purified by column chromatography through silica gel, using a gradient elution method, with mixtures of ... Yields the product ClC=1C=C2C(=NC1)N(C(=N2)CO)C (6-Chloro-2-hydroxymethyl-3-methyl-3H-imidazo[4,5-b]pyridine). The solvent is CN(C=O)C (dimethylformamide). The reactants are ClC=1C=C2C(=NC1)NC(=N2)CO (6-chloro-2-hydroxymethyl-3H-imidazo[4,5-b]pyridine), [H-].[Na+] (sodium hydride), CI (methyl iodide). As a reaction SMILES: [Cl:1][C:2]1[CH:3]=[C:4]2[N:10]=[C:9]([CH2:11][OH:12])[NH:8][C:5]2=[N:6][CH:7]=1.[H-].[Na+].[CH3:15]I>CN(C)C=O>[Cl:1][C:2]1[CH:3]=[C:4]2[N:10]=[C:9]([CH2:11][OH:12])[N:8]([CH3:15])[C:5]2=[N:6][CH:7]=1 |f:1.2|. Reactants: S(=O)(Cl)Cl (Thionyl chloride), CC(C(=O)O)(C)N1C(C=2C(C1=O)=CC=CC2)=O (2-methyl-2-phthalimidopropanoic acid). The product is CC(C(=O)Cl)(C)N1C(C=2C(C1=O)=CC=CC2)=O (2-Methyl-2-Phthalimidopropanoyl Chloride). Yield: 98.3%. RXN SMILES: S(Cl)([Cl:3])=O.[CH3:5][C:6]([N:11]1[C:15](=[O:16])[C:14]2=[CH:17][CH:18]=[CH:19][CH:20]=[C:13]2[C:12]1=[O:21])([CH3:10])[C:7](O)=[O:8]>>[CH3:5][C:6]([N:11]1[C:15](=[O:16])[C:14]2=[CH:17][CH:18]=[CH:19][CH:20]=[C:13]2[C:12]1=[O:21])([CH3:10])[C:7]([Cl:3])=[O:8]. Reported procedure: Thionyl chloride (750 ml, 10.28 mol) was added to 2-methyl-2-phthalimidopropanoic acid (385 g, 1.65 mol) and the mixture refluxed under nitrogen for 3 hours. Excess thionyl chloride was removed under reduced pressure to yield a solid. The solid was washed with diethyl ether (2×250 ml) to yield the title compound as a white crystalline solid (408.2 g, 98%).